This data is from the Open Reaction Database (ORD), a public repository of structured organic reaction records. The task is: describe an organic reaction: reactants, conditions, products, and yield Reactants: CC=1SC(=C(N1)C#N)NC1=C(C=CC=C1)[N+](=O)[O-] (2-methyl-5-(2-nitroanilino)thiazole-4-nitrile), O.[Sn](Cl)Cl (tin (II) chloride hydrate). The solvent is C(C)(C)O (isopropanol), Cl (hydrochloric acid). Conditions: temperature 65 celsius, time 2.5 hour. Yields the product Cl.CC1=NC=2C(=NC3=C(NC2S1)C=CC=C3)N (2-Methyl-4H-3-thia-1,4,9-triaza-benzo[f]azulen-10-ylamine hydrochloride). Yield: 99.3%. RXN SMILES: [CH3:1][C:2]1[S:3][C:4]([NH:9][C:10]2[CH:15]=[CH:14][CH:13]=[CH:12][C:11]=2[N+:16]([O-])=O)=[C:5]([C:7]#[N:8])[N:6]=1.O.[Sn](Cl)[Cl:21]>C(O)(C)C.Cl>[ClH:21].[CH3:1][C:2]1[S:3][C:4]2[NH:9][C:10]3[CH:15]=[CH:14][CH:13]=[CH:12][C:11]=3[N:16]=[C:7]([NH2:8])[C:5]=2[N:6]=1 |f:1.2,5.6|. Reported procedure: Combine a suspension of 2-methyl-5-(2-nitroanilino)thiazole-4-nitrile (36 g, 138.5 mmol) in isopropanol (400 ml) in a 2.0 liter 3-necked RB flask equipped with a reflux condenser, thermometer, magnetic stirrer bar and heat with stirring to 65° C. (orange solution). Add tin (II) chloride hydrate (78.7 g, 415.4 mmol) in hydrochloric acid (400 ml; 5M) and heat the resulting solution at reflux. After 2.5 h., cool the reaction to 15° C., filter the suspension, wash with isopropanol/water (2:1) and dr... Starting materials: ClC1=NC=C(C(=N1)Cl)C#C[Si](C)(C)C (2,4-dichloro-5-((trimethylsilyl)ethynyl)pyrimidine), C1(CC1)C1=CC(=NN1)N (5-cyclopropyl-1H-pyrazol-3-amine). Run in CCO (EtOH). Run at time 2 hour. Product: ClC1=NC=C(C(=N1)NC1=NNC(=C1)C1CC1)C#C[Si](C)(C)C (2-chloro-N-(5-cyclopropyl-1H-pyrazol-3-yl)-5-((trimethylsilyl)ethynyl)pyrimidin-4-amine). The yield is 66.1%. RXN SMILES: [Cl:1][C:2]1[N:7]=[C:6](Cl)[C:5]([C:9]#[C:10][Si:11]([CH3:14])([CH3:13])[CH3:12])=[CH:4][N:3]=1.[CH:15]1([C:18]2[NH:22][N:21]=[C:20]([NH2:23])[CH:19]=2)[CH2:17][CH2:16]1>CCO>[Cl:1][C:2]1[N:7]=[C:6]([NH:23][C:20]2[CH:19]=[C:18]([CH:15]3[CH2:17][CH2:16]3)[NH:22][N:21]=2)[C:5]([C:9]#[C:10][Si:11]([CH3:14])([CH3:13])[CH3:12])=[CH:4][N:3]=1. Procedure details: A mixture of 2,4-dichloro-5-((trimethylsilyl)ethynyl)pyrimidine (1.0 g, 4.1 mmol, 1.0 eq) and 5-cyclopropyl-1H-pyrazol-3-amine (756 mg, 6.2 mmol, 1.5 eq) in EtOH (4 ml) was stirred at room temperature for 2 h. The mixture was purified by silica gel column chromatography (PE/EtOAc=5:1 to 2:1) to afford 2-chloro-N-(5-cyclopropyl-1H-pyrazol-3-yl)-5-((trimethylsilyl)ethynyl)pyrimidin-4-amine (900 mg, 66%).